Task: describe an organic reaction: reactants, conditions, products, and yield. Dataset: the Open Reaction Database (ORD), a public repository of structured organic reaction records Product: C(C1=CC=CC=C1)(=O)NC(=S)NC1=C(N=CN1OCCCOCC1=CC=CC=C1)C(=O)N (5-(N'-Benzoylthiocarbamoyl)amino-1-(3-benzyloxyprop-1-oxy)imidazole-4-carboxamide). Run in CC(=O)C (acetone), CC(=O)C (acetone). Reactants: C(C1=CC=CC=C1)(=O)N=C=S (Benzoylisothiocyanate), NC1=C(N=CN1OCCCOCC1=CC=CC=C1)C(=O)N (5-amino-1-(3-benzyloxyprop-1-oxy)imidazole-4-carboxamide). As a reaction SMILES: [C:1]([N:9]=[C:10]=[S:11])(=[O:8])[C:2]1[CH:7]=[CH:6][CH:5]=[CH:4][CH:3]=1.[NH2:12][C:13]1[N:17]([O:18][CH2:19][CH2:20][CH2:21][O:22][CH2:23][C:24]2[CH:29]=[CH:28][CH:27]=[CH:26][CH:25]=2)[CH:16]=[N:15][C:14]=1[C:30]([NH2:32])=[O:31]>CC(C)=O>[C:1]([NH:9][C:10]([NH:12][C:13]1[N:17]([O:18][CH2:19][CH2:20][CH2:21][O:22][CH2:23][C:24]2[CH:29]=[CH:28][CH:27]=[CH:26][CH:25]=2)[CH:16]=[N:15][C:14]=1[C:30]([NH2:32])=[O:31])=[S:11])(=[O:8])[C:2]1[CH:7]=[CH:6][CH:5]=[CH:4][CH:3]=1. Reported procedure: Benzoylisothiocyanate (1.0 ml, 7.6 mmol) in acetone (100 ml) was added to a solution of 5-amino-1-(3-benzyloxyprop-1-oxy)imidazole-4-carboxamide (2.0 g, 6.9 mmol) in hot acetone (200 ml). The solution was boiled under reflux for 6 hours, cooled, evaporated under reduced pressure, and the residue chromatographed on silica gel (eluted with chloroform and then chloroform-ethanol, 30:1), yielding the title compound (3.0 g, 96%), IR: υmax (KBr) 3470, 3300, 3130, 1670, 1610, 1535, 1495 cm-1. 1H NMR: δ... Yield: 95.9%. The reactants are CS(=O)(=O)NC1=C(C=O)C=C(C=C1)C(=O)OC (2-(methanesulfonylamino)-5-(methoxycarbonyl)benzaldehyde), [N+](=O)([O-])C (Nitromethane), ice, [OH-].[K+] (potassium hydroxide), Cl (HCl). Run in C(C)O (ethanol), O (water). Reaction conditions: time 10 minute. Product: OC(C[N+](=O)[O-])C=1C=C(C(=O)OC)C=CC1NS(=O)(=O)C (methyl 3-[1-(R,S)-hydroxy-2-nitroethyl]-4-[(methylsulfonyl)amino]benzoate). The yield is 25.1%. Reaction SMILES: [N+:1]([CH3:4])([O-:3])=[O:2].[CH3:5][S:6]([NH:9][C:10]1[CH:17]=[CH:16][C:15]([C:18]([O:20][CH3:21])=[O:19])=[CH:14][C:11]=1[CH:12]=[O:13])(=[O:8])=[O:7].[OH-].[K+].Cl>C(O)C.O>[OH:13][CH:12]([C:11]1[CH:14]=[C:15]([CH:16]=[CH:17][C:10]=1[NH:9][S:6]([CH3:5])(=[O:8])=[O:7])[C:18]([O:20][CH3:21])=[O:19])[CH2:4][N+:1]([O-:3])=[O:2] |f:2.3|. Procedure details: Nitromethane (1.22 g, 0.02 mol) was added to an ice-cooled mixture of 2-(methanesulfonylamino)-5-(methoxycarbonyl)benzaldehyde (2.57 g, 0.01 mol) in ethanol and the mixture stirred for 10 min. To this mixture was added potassium hydroxide (1.23 g, 0.022 mol in 20 mL 90% ethanol) at 0° C. over a period of 20 min. The reaction mixture was further stirred at 0° C. for 0.5 h and then at room temperature for 4 h. The mixture was neutralized with 2N HCl and poured in water (100 mL). The mixture was ex...